Dataset: the Open Reaction Database (ORD), a public repository of structured organic reaction records. Task: describe an organic reaction: reactants, conditions, products, and yield Starting materials: CN1C(C2=CC=CC=C2C=C1C1=CC=C(C=C1)OCC1CO1)=O (2-methyl-3-[4-(2,3-epoxypropoxy)-phenyl]-isoquinolin-1(2H)-one), C(C)(C)(C)N (tert. butylamine). The product is CN1C(C2=CC=CC=C2C=C1C1=CC=C(C=C1)OCC(CNC(C)(C)C)O)=O (2-Methyl-3-[4-(2-hydroxy-3-tert. butylamino-propoxy)-phenyl]-isoquinolin-1(2H)-one). Isolated yield 84.0%. Reaction SMILES: [CH3:1][N:2]1[C:11]([C:12]2[CH:17]=[CH:16][C:15]([O:18][CH2:19][CH:20]3[O:22][CH2:21]3)=[CH:14][CH:13]=2)=[CH:10][C:9]2[C:4](=[CH:5][CH:6]=[CH:7][CH:8]=2)[C:3]1=[O:23].[C:24]([NH2:28])([CH3:27])([CH3:26])[CH3:25]>>[CH3:1][N:2]1[C:11]([C:12]2[CH:13]=[CH:14][C:15]([O:18][CH2:19][CH:20]([OH:22])[CH2:21][NH:28][C:24]([CH3:27])([CH3:26])[CH3:25])=[CH:16][CH:17]=2)=[CH:10][C:9]2[C:4](=[CH:5][CH:6]=[CH:7][CH:8]=2)[C:3]1=[O:23]. Reported procedure: 2-Methyl-3-[4-(2-hydroxy-3-tert. butylamino-propoxy)-phenyl]-isoquinolin-1(2H)-one was prepared analogous to Example 1b from 2-methyl-3-[4-(2,3-epoxypropoxy)-phenyl]-isoquinolin-1(2H)-one and tert. butylamine. Starting materials: BrCC1CO1, O=C([O-])[O-], CN(C)C=O, [K+], [K+], O, O=c1[nH]c2cc(O)ccc2c2oc3ccccc3c12. Product: O=c1[nH]c2cc(OCC3CO3)ccc2c2oc3ccccc3c12. As a reaction SMILES: [Br:20][CH2:21][CH:22]1[CH2:23][O:24]1.[C:25](=[O:26])([O-:27])[O-:28].[CH3:32][N:33]([CH3:34])[CH:35]=[O:36].[K+:29].[K+:30].[OH2:31].[OH:1][c:2]1[cH:3][cH:4][c:5]2[c:6]3[c:7]([c:8](=[O:12])[nH:9][c:10]2[cH:11]1)[c:13]1[c:14]([o:15]3)[cH:16][cH:17][cH:18][cH:19]1>>[O:1]([c:2]1[cH:3][cH:4][c:5]2[c:6]3[c:7]([c:8](=[O:12])[nH:9][c:10]2[cH:11]1)[c:13]1[c:14]([o:15]3)[cH:16][cH:17][cH:18][cH:19]1)[CH2:21][CH:22]1[CH2:23][O:24]1. Starting materials: [N+](=O)([O-])C=1NC=CN1 (2-nitroimidazole), C(=O)([O-])[O-].[K+].[K+] (K2CO3), ClCCCN1C(OCC1)=O (3-(3-chloropropyl)-2-oxazolidinone). Reaction conditions: temperature 60 celsius, time 18 hour. The product is [N+](=O)([O-])C=1N(C=CN1)CCCN1C(OCC1)=O (3-[3-(2-Nitro-1H-imidazol-1-yl)propyl]-2-oxazolidinone). Yield: 81.7%. As a reaction SMILES: [N+:1]([C:4]1[NH:5][CH:6]=[CH:7][N:8]=1)([O-:3])=[O:2].C([O-])([O-])=O.[K+].[K+].Cl[CH2:16][CH2:17][CH2:18][N:19]1[CH2:23][CH2:22][O:21][C:20]1=[O:24]>>[N+:1]([C:4]1[N:5]([CH2:16][CH2:17][CH2:18][N:19]2[CH2:23][CH2:22][O:21][C:20]2=[O:24])[CH:6]=[CH:7][N:8]=1)([O-:3])=[O:2] |f:1.2.3|. Procedure: A mixture of 6 9 of 2-nitroimidazole (53 mmol) and 7.32 g of K2CO3 was heated at 60° C. for 0.5 hours. Then 8.6 g (53 mmol) of 3-(3-chloropropyl)-2-oxazolidinone (Ann. Pharm. Franc., 13, 565 (1955)) was added and stirring continued for 18 hours at 60° C. The mixture was then cooled and concentrated. The residue was partitioned between CHCl3 and water, the organic layer was dried and concentrated to give 10.4 g of a solid which was recrystallized from ethanol to provide 5.4 g (42%) of the desired... Reactants: [I-], [K+], O=N[O-], [Na+], O, Nc1ccc2c(c1)S(=O)(=O)CC2. Product: O=S1(=O)CCc2ccc(I)cc21. RXN SMILES: [I-:18].[K+:17].[N:13]([O-:14])=[O:15].[Na+:16].[OH2:19].[S:1]1(=[O:11])(=[O:12])[CH2:2][CH2:3][c:4]2[c:5]1[cH:6][c:7]([NH2:10])[cH:8][cH:9]2>>[S:1]1(=[O:11])(=[O:12])[CH2:2][CH2:3][c:4]2[c:5]1[cH:6][c:7]([I:18])[cH:8][cH:9]2. The reactants are COC(C(C(C1=CC=C(C=C1)C)Cl)=O)=O (3-chloro-2-oxo-3-p-tolyl-propionic acid methyl ester), C(C)(=S)N (thioacetamide). The product is COC(=O)C=1N=C(SC1C1=CC=C(C=C1)C)C (2-Methyl-5-p-tolyl-thiazole-4-carboxylic acid methyl ester). As a reaction SMILES: [CH3:1][O:2][C:3](=[O:15])[C:4](=O)[CH:5](Cl)[C:6]1[CH:11]=[CH:10][C:9]([CH3:12])=[CH:8][CH:7]=1.[C:16]([NH2:19])(=[S:18])[CH3:17]>>[CH3:1][O:2][C:3]([C:4]1[N:19]=[C:16]([CH3:17])[S:18][C:5]=1[C:6]1[CH:11]=[CH:10][C:9]([CH3:12])=[CH:8][CH:7]=1)=[O:15]. Procedure details: prepared by reaction of 3-chloro-2-oxo-3-p-tolyl-propionic acid methyl ester with thioacetamide. LC-MS: tR=0.93 min; [M+H]+=248.02.